Task: describe an organic reaction: reactants, conditions, products, and yield. Dataset: the Open Reaction Database (ORD), a public repository of structured organic reaction records The reactants are [Br-], [Br-], [Br-], ClC(Cl)Cl, Cl, COC(=O)C1=C(C)NC2=C(C(=O)COC2)C1c1ccc(C)c(I)c1, c1ccncc1, c1cc[nH+]cc1, c1cc[nH+]cc1, c1cc[nH+]cc1. The product is Cc1ccc(C2C3=C(COCC3=O)NC3=C2C(=O)OC3)cc1I. Reaction SMILES: [Br-:31].[Br-:32].[Br-:33].[CH:53]([Cl:54])([Cl:55])[Cl:56].[ClH:52].[I:1][c:2]1[cH:3][c:4]([CH:9]2[C:10]3=[C:11]([NH:12][C:13]([CH3:19])=[C:14]2[C:15](=[O:16])[O:17][CH3:18])[CH2:20][O:21][CH2:22][C:23]3=[O:24])[cH:5][cH:6][c:7]1[CH3:8].[cH:25]1[cH:26][cH:27][n:28][cH:29][cH:30]1.[nH+:34]1[cH:35][cH:36][cH:37][cH:38][cH:39]1.[nH+:40]1[cH:41][cH:42][cH:43][cH:44][cH:45]1.[nH+:46]1[cH:47][cH:48][cH:49][cH:50][cH:51]1>>[I:1][c:2]1[cH:3][c:4]([CH:9]2[C:10]3=[C:11]([NH:12][C:13]4=[C:14]2[C:15](=[O:16])[O:17][CH2:18]4)[CH2:20][O:21][CH2:22][C:23]3=[O:24])[cH:5][cH:6][c:7]1[CH3:8]. The reactants are COC=1C=C2C=C(NC2=CC1)C (5-methoxy-2-methyl-1H-indole), B(Br)(Br)Br (BBr3). Run in C(Cl)Cl (methylene chloride), C(Cl)Cl (CH2Cl2). Conditions: temperature -78 celsius, time 4 hour. The product is CC=1NC2=CC=C(C=C2C1)O (2-Methyl-1H-indol-5-ol). Isolated yield 65.8%. RXN SMILES: C[O:2][C:3]1[CH:4]=[C:5]2[C:9](=[CH:10][CH:11]=1)[NH:8][C:7]([CH3:12])=[CH:6]2.B(Br)(Br)Br>C(Cl)Cl>[CH3:12][C:7]1[NH:8][C:9]2[C:5]([CH:6]=1)=[CH:4][C:3]([OH:2])=[CH:11][CH:10]=2. Procedure details: To a solution of 5-methoxy-2-methyl-1H-indole (5 g, 31 mmol) in methylene chloride (100 mL) at −78° C., was slowly added a solution of BBr3 in CH2Cl2 (1.0 M, 93 mL, 93 mmol). The reaction mixture was stirred at −78° C. for 4 hours and slowly warmed to room temperature. The reaction mixture was stirred at room temperature overnight, and cooled to 0° C. The reaction was quenched carefully with water at 0° C. The aqueous layer was made basic by adding saturated sodium bicarbonate solution, and then... The reactants are CC(C)(C)OC(=O)CBr, CCCC[N+](CCCC)(CCCC)CCCC, COc1ccc(-c2c(-c3ccccc3)oc3ncnc(OC(C)CC(C)O)c23)cc1, Cc1ccccc1, Cl, [Na+], [OH-], O=S(=O)([O-])O. Yields the product COc1ccc(-c2c(-c3ccccc3)oc3ncnc(OC(C)CC(C)OCC(=O)OC(C)(C)C)c23)cc1. Reaction SMILES: [Br:33][CH2:34][C:35](=[O:36])[O:37][C:38]([CH3:39])([CH3:40])[CH3:41].[CH2:55]([N+:56]([CH2:57][CH2:58][CH2:59][CH3:60])([CH2:61][CH2:62][CH2:63][CH3:64])[CH2:65][CH2:66][CH2:67][CH3:68])[CH2:69][CH2:70][CH3:71].[CH3:3][O:4][c:5]1[cH:6][cH:7][c:8](-[c:11]2[c:12](-[c:27]3[cH:28][cH:29][cH:30][cH:31][cH:32]3)[o:13][c:14]3[n:15][cH:16][n:17][c:18]([O:20][CH:21]([CH2:22][CH:23]([CH3:24])[OH:25])[CH3:26])[c:19]23)[cH:9][cH:10]1.[CH3:43][c:44]1[cH:45][cH:46][cH:47][cH:48][cH:49]1.[ClH:42].[Na+:2].[OH-:1].[S:50]([O-:51])([OH:52])(=[O:53])=[O:54]>>[CH3:3][O:4][c:5]1[cH:6][cH:7][c:8](-[c:11]2[c:12](-[c:27]3[cH:28][cH:29][cH:30][cH:31][cH:32]3)[o:13][c:14]3[n:15][cH:16][n:17][c:18]([O:20][CH:21]([CH2:22][CH:23]([CH3:24])[O:25][CH2:34][C:35](=[O:36])[O:37][C:38]([CH3:39])([CH3:40])[CH3:41])[CH3:26])[c:19]23)[cH:9][cH:10]1. The reactants are N1CC(CC1)CNC(=O)C1=C(N=C(S1)C1=CC=C(C=C1)Cl)C (N-(pyrrolidin-3-yl methyl)-2-(4-chlorophenyl)-4-methylthiazole-5-carboxamide), COC(=O)C=1C=C(C=CC1)OB(O)O (3-(methoxycarbonyl)phenylboric acid). Product: ClC1=CC=C(C=C1)C=1SC(=C(N1)C)C(=O)NCC1CN(CC1)C=1C=C(C(=O)OC)C=CC1 (Methyl 3-[3-[[2-(4-chlorophenyl)-4-methylthiazol-5-yl]carbonylaminomethyl]pyrrolidin-1-yl]benzoate). Yield: 31.4%. As a reaction SMILES: [NH:1]1[CH2:5][CH2:4][CH:3]([CH2:6][NH:7][C:8]([C:10]2[S:14][C:13]([C:15]3[CH:20]=[CH:19][C:18]([Cl:21])=[CH:17][CH:16]=3)=[N:12][C:11]=2[CH3:22])=[O:9])[CH2:2]1.[CH3:23][O:24][C:25]([C:27]1[CH:28]=[C:29](OB(O)O)[CH:30]=[CH:31][CH:32]=1)=[O:26]>>[Cl:21][C:18]1[CH:17]=[CH:16][C:15]([C:13]2[S:14][C:10]([C:8]([NH:7][CH2:6][CH:3]3[CH2:4][CH2:5][N:1]([C:31]4[CH:32]=[C:27]([CH:28]=[CH:29][CH:30]=4)[C:25]([O:24][CH3:23])=[O:26])[CH2:2]3)=[O:9])=[C:11]([CH3:22])[N:12]=2)=[CH:20][CH:19]=1. Reported procedure: Using N-(pyrrolidin-3-yl methyl)-2-(4-chlorophenyl)-4-methylthiazole-5-carboxamide (168 mg, 0.500 mmol) and 3-(methoxycarbonyl)phenylboric acid (180 mg, 1.00 mmol), the same procedure was followed as in Example 2 to give 73.7 mg (31%) of the desired compound as a colorless powder. The reactants are CCOC(=O)C(C)c1cc2ccccc2n1C(=O)OC(C)(C)C, ClCCl, O=C(O)C(F)(F)F. The product is CCOC(=O)C(C)c1cc2ccccc2[nH]1. As a reaction SMILES: [CH2:1]([CH3:2])[O:3][C:4]([CH:5]([CH3:6])[c:7]1[n:8]([C:16]([O:17][C:18]([CH3:19])([CH3:20])[CH3:21])=[O:22])[c:9]2[cH:10][cH:11][cH:12][cH:13][c:14]2[cH:15]1)=[O:23].[Cl:24][CH2:25][Cl:26].[F:27][C:28]([F:29])([F:30])[C:31]([OH:32])=[O:33]>>[CH2:1]([CH3:2])[O:3][C:4]([CH:5]([CH3:6])[c:7]1[nH:8][c:9]2[cH:10][cH:11][cH:12][cH:13][c:14]2[cH:15]1)=[O:23]. Starting materials: [B](c1cc(C=O)cc(c1)C(F)(F)F)(O)O, CC1=CN=C(C=C1)N, [C-]#[N+]C1CCCCC1. The reagents and catalysts are O=C(O)C(F)(F)F (trifluoroacetic acid). Run in CC(C)O (isopropyl alcohol), CC(C)O (isopropylalcohol). Run at temperature 22 celsius, time 20 hour. Yields the product [B](c1cc(cc(c1)C(F)(F)F)c1c(NC2CCCCC2)n2cc(C)ccc2n1)(O)O. Isolated yield 100.0%. Reaction SMILES: CC1=CC=C(N)N=C1.[C-]#[N+]C1CCCCC1.OB(O)C1=CC(C=O)=CC(=C1)C(F)(F)F>>CC1=CN2C(C=C1)=NC(=C2NC1CCCCC1)C1=CC(=CC(=C1)C(F)(F)F)B(O)O. Reactants: C=CC#N, CCOP(O)C1CCCO1, CC(=O)O, CCO, [Na]. Product: CCOP(=O)(CCC#N)C1CCCO1. Reaction SMILES: [CH2:1]=[CH:2][C:3]#[N:4].[CH2:5]([CH3:6])[O:7][P:8]([OH:9])[CH:10]1[O:11][CH2:12][CH2:13][CH2:14]1.[CH3:16][C:17](=[O:18])[OH:19].[CH3:20][CH2:21][OH:22].[Na:15]>>[CH2:1]([CH2:2][C:3]#[N:4])[P:8]([O:7][CH2:5][CH3:6])(=[O:9])[CH:10]1[O:11][CH2:12][CH2:13][CH2:14]1.